Dataset: the Open Reaction Database (ORD), a public repository of structured organic reaction records. Task: describe an organic reaction: reactants, conditions, products, and yield The reactants are O=C(Cl)CCc1ccccc1, CCN(C(C)C)C(C)C, ClCCl, Nc1ccc(N2CCN(C(=O)c3ccccc3C(F)(F)F)CC2)nc1. Yields the product O=C(CCc1ccccc1)Nc1ccc(N2CCN(C(=O)c3ccccc3C(F)(F)F)CC2)nc1. Reaction SMILES: [C:1]([CH2:2][CH2:3][c:4]1[cH:5][cH:6][cH:7][cH:8][cH:9]1)(=[O:10])[Cl:11].[CH:40]([N:41]([CH:42]([CH3:43])[CH3:44])[CH2:45][CH3:46])([CH3:47])[CH3:48].[Cl:37][CH2:38][Cl:39].[NH2:12][c:13]1[cH:14][cH:15][c:16]([N:19]2[CH2:20][CH2:21][N:22]([C:25](=[O:26])[c:27]3[c:28]([C:33]([F:34])([F:35])[F:36])[cH:29][cH:30][cH:31][cH:32]3)[CH2:23][CH2:24]2)[n:17][cH:18]1>>[C:1]([CH2:2][CH2:3][c:4]1[cH:5][cH:6][cH:7][cH:8][cH:9]1)(=[O:10])[NH:12][c:13]1[cH:14][cH:15][c:16]([N:19]2[CH2:20][CH2:21][N:22]([C:25](=[O:26])[c:27]3[c:28]([C:33]([F:34])([F:35])[F:36])[cH:29][cH:30][cH:31][cH:32]3)[CH2:23][CH2:24]2)[n:17][cH:18]1. The reactants are C1(CCCC1)=O (cyclopentanone). Reagents/catalysts: [Pd] (palladium on carbon). The product is crude product, C(CCCC)C1C(CCC1)=O (2-pentyl-cyclopentanone). Yield: 108.4%. Reaction SMILES: [C:1]1(=[O:6])[CH2:5][CH2:4][CH2:3][CH2:2]1>[Pd]>[CH2:3]([CH:2]1[CH2:3][CH2:4][CH2:5][C:1]1=[O:6])[CH2:2][CH2:1][CH2:5][CH3:4]. Procedure: A 3-L reaction flask was charged with cyclopentanone (500 g, 6 mol), water (H2O) (500 mL) and sodium hydroxide (NaOH) (10 g, 0.25 mol). Valeraldehyde (430 g, 5 mol) was fed into the reaction flask over 3 hours while the temperature was maintained at 25-30° C. After the feeding was completed, the reaction was aged for 2 hours and neutralized with hydrochloric acid (HCl) (30 g, 0.3 mol) while the temperature was maintained at 25-30° C. The reaction mass was further aged for 2 hours. The organic la... Reaction conditions: time 1 hour. RXN SMILES: C1N=CN(C(N2C=NC=C2)=O)C=1.[C:13]([O:17][C:18]([NH:20][C@@H:21]([C:25]([OH:27])=O)[CH:22]([CH3:24])[CH3:23])=[O:19])([CH3:16])([CH3:15])[CH3:14].C(N(C(C)C)CC)(C)C.[CH2:37]([O:44][NH2:45])[C:38]1[CH:43]=[CH:42][CH:41]=[CH:40][CH:39]=1>C(Cl)Cl>[CH3:24][CH:22]([CH3:23])[C@@H:21]([NH:20][C:18](=[O:19])[O:17][C:13]([CH3:14])([CH3:15])[CH3:16])[C:25]([NH:45][O:44][CH2:37][C:38]1[CH:43]=[CH:42][CH:41]=[CH:40][CH:39]=1)=[O:27]. Yield: 90.8%. Product: CC([C@H](C(=O)NOCC1=CC=CC=C1)NC(OC(C)(C)C)=O)C ((R)-[2-methyl-1-[[(phenylmethoxy)amino]-carbonyl]propyl]-carbamic acid, 1,1-dimethylethyl ester). Reactants: C1=CN(C=N1)C(=O)N2C=CN=C2 (CDI), C(C)(C)(C)OC(=O)N[C@H](C(C)C)C(=O)O (N-(tert-butoxycarbonyl)-D-valine), C(C)(C)N(CC)C(C)C (Diisopropylethylamine), C(C1=CC=CC=C1)ON (O-benzylhydroxylamine). Procedure details: CDI (2.45 g, 15.1 mmol) is added to a solution of N-(tert-butoxycarbonyl)-D-valine (3.28 g, 15.1 mmol) and CH2Cl2 (60 mL). The solution is stirred for 1 hour at room temperature. Diisopropylethylamine (2.90 mL, 16.6 mmol) and O-benzylhydroxylamine (2.64 g, 16.5 mmol) are added and the solution stirred for 16 hours at room temperature. The solution is concentrated, diluted with EtOAc, and washed with 5% HCl (2×50 mL), NaHCO3 (50 mL) and brine (50 mL). The organic solution is dried (MgSO4), filter... Run in C(Cl)Cl (CH2Cl2). Reactants: C(C1=CC=CC=C1)OC1=C(C=CC(=C1)OCC1=CC=CC=C1)/C=C/C1=C(C=C(S1)C(=O)OC)[N+](=O)[O-] (methyl (E)-5-[2-(2,4-bisbenzyloxyphenyl)vinyl]-4-nitrothiophene-2-carboxylate), P(OCC)(OCC)OCC (triethyl phosphite), C(C)(=O)OCC (ethyl acetate). The solvent is C1(=CC(=CC(=C1)C)C)C (mesitylene). Conditions: temperature 160 celsius, time 43 hour. Yields the product C(C1=CC=CC=C1)OC1=C(C=CC(=C1)OCC1=CC=CC=C1)C1=CC2=C(N1)C=C(S2)C(=O)OC (methyl 5-(2,4-bisbenzyloxyphenyl)-4H-thieno[3,2-b]pyrrole-2-carboxylate). The yield is 47.2%. As a reaction SMILES: [CH2:1]([O:8][C:9]1[CH:14]=[C:13]([O:15][CH2:16][C:17]2[CH:22]=[CH:21][CH:20]=[CH:19][CH:18]=2)[CH:12]=[CH:11][C:10]=1/[CH:23]=[CH:24]/[C:25]1[S:29][C:28]([C:30]([O:32][CH3:33])=[O:31])=[CH:27][C:26]=1[N+:34]([O-])=O)[C:2]1[CH:7]=[CH:6][CH:5]=[CH:4][CH:3]=1.P(OCC)(OCC)OCC.C(OCC)(=O)C>C1(C)C=C(C)C=C(C)C=1>[CH2:1]([O:8][C:9]1[CH:14]=[C:13]([O:15][CH2:16][C:17]2[CH:22]=[CH:21][CH:20]=[CH:19][CH:18]=2)[CH:12]=[CH:11][C:10]=1[C:23]1[NH:34][C:26]2[CH:27]=[C:28]([C:30]([O:32][CH3:33])=[O:31])[S:29][C:25]=2[CH:24]=1)[C:2]1[CH:7]=[CH:6][CH:5]=[CH:4][CH:3]=1. Reported procedure: To a solution of methyl (E)-5-[2-(2,4-bisbenzyloxyphenyl)vinyl]-4-nitrothiophene-2-carboxylate (3.08 g, 6.13 mmol) in mesitylene (15 ml) was added triethyl phosphite (3.15 ml, 18.4 mmol), and the mixture was stirred at 160° C. for 43 hr. The reaction mixture was allowed to cool to room temperature, and ethyl acetate (50 ml) was added. The organic layer was washed successively with 1N hydrochloric acid (30 ml), water (30 ml×2) and saturated brine (20 ml), and dried over sodium sulfate. After filt... The reactants are O=C(O)c1coc(Br)c1, CN(C)C=O, Sc1cccc(Cl)c1. The product is O=C(O)c1coc(Sc2cccc(Cl)c2)c1. As a reaction SMILES: [Br:9][c:10]1[cH:11][c:12]([C:15](=[O:16])[OH:17])[cH:13][o:14]1.[CH3:18][N:19]([CH3:20])[CH:21]=[O:22].[Cl:1][c:2]1[cH:3][c:4]([SH:8])[cH:5][cH:6][cH:7]1>>[Cl:1][c:2]1[cH:3][c:4]([S:8][c:10]2[cH:11][c:12]([C:15](=[O:16])[OH:17])[cH:13][o:14]2)[cH:5][cH:6][cH:7]1. Reactants: CC(C)(C)OC(=O)N1CCc2cc(O)ccc2C1C(=O)O, C1CCOC1, [Li+], [OH-], O. The product is COC(=O)C1c2ccc(O)cc2CCN1C(=O)OC(C)(C)C. As a reaction SMILES: [C:1]([CH3:2])([CH3:3])([CH3:4])[O:5][C:6](=[O:7])[N:8]1[CH:9]([C:19](=[O:20])[OH:21])[c:10]2[cH:11][cH:12][c:13]([OH:18])[cH:14][c:15]2[CH2:16][CH2:17]1.[CH2:25]1[O:26][CH2:27][CH2:28][CH2:29]1.[Li+:23].[OH-:22].[OH2:24]>>[C:1]([CH3:2])([CH3:3])([CH3:4])[O:5][C:6](=[O:7])[N:8]1[CH:9]([C:19](=[O:20])[O:21][CH3:25])[c:10]2[cH:11][cH:12][c:13]([OH:18])[cH:14][c:15]2[CH2:16][CH2:17]1. The reactants are [BH4-], CC(C)(C)c1cc2c(F)c([N+](=O)[O-])ccc2[nH]1, CO, [Na+], Cl[Ni]Cl, O. Yields the product CC(C)(C)c1cc2c(F)c(N)ccc2[nH]1. RXN SMILES: [BH4-:18].[C:1]([CH3:2])([CH3:3])([CH3:4])[c:5]1[nH:6][c:7]2[cH:8][cH:9][c:10]([N+:15]([O-:16])=[O:17])[c:11]([F:14])[c:12]2[cH:13]1.[CH3:21][OH:22].[Na+:19].[Ni:23]([Cl:24])[Cl:25].[OH2:20]>>[C:1]([CH3:2])([CH3:3])([CH3:4])[c:5]1[nH:6][c:7]2[cH:8][cH:9][c:10]([NH2:15])[c:11]([F:14])[c:12]2[cH:13]1. The reactants are CC(C)([O-])C.[K+] (potassium tert-butoxide), FC1=CC=C(N)C=C1 (4-fluoroaniline), C(C)OC(=O)C=1C=NC(=NC1)SC (2-methylsulfanyl-pyrimidine-5-carboxylic acid ethyl ester). Solvent: C1CCOC1 (THF), C1CCOC1 (THF). Conditions: time 1 minute. Product: FC1=CC=C(C=C1)NC(=O)C=1C=NC(=NC1)SC (2-Methylsulfanylpyrimidine-5-carboxylic acid (4-fluorophenyl)amide). Isolated yield 80.0%. Reaction SMILES: CC(C)([O-])C.[K+].[F:7][C:8]1[CH:14]=[CH:13][C:11]([NH2:12])=[CH:10][CH:9]=1.C([O:17][C:18]([C:20]1[CH:21]=[N:22][C:23]([S:26][CH3:27])=[N:24][CH:25]=1)=O)C>C1COCC1>[F:7][C:8]1[CH:14]=[CH:13][C:11]([NH:12][C:18]([C:20]2[CH:21]=[N:22][C:23]([S:26][CH3:27])=[N:24][CH:25]=2)=[O:17])=[CH:10][CH:9]=1 |f:0.1|. Procedure details: To a solution of potassium tert-butoxide (1 M in THF, 66 mL, 66 mmol) in THF (66 mL) in an ice bath was added 4-fluoroaniline over 1.5 min. The solution was stirred for 1 min, then a solution of 2-methylsulfanyl-pyrimidine-5-carboxylic acid ethyl ester (3.745 g, 18.9 mmol) in THF (30 mL) was added via syringe over 4 min. The syringe was washed with 4 mL THF, and the reaction allowed to proceed for 5 min. The reaction was quenched with 1% HCl (450 mL) resulting in a solid precipitate. The solutio...